This data is from the Open Reaction Database (ORD), a public repository of structured organic reaction records. The task is: describe an organic reaction: reactants, conditions, products, and yield Reactants: O=c1cc(N2CCOCC2)oc2c(Br)csc12, O=C([O-])[O-], COCCOC, [Cs+], [Cs+], OB(O)c1ccccc1, c1ccc(P(c2ccccc2)(c2ccccc2)[Pd](P(c2ccccc2)(c2ccccc2)c2ccccc2)(P(c2ccccc2)(c2ccccc2)c2ccccc2)P(c2ccccc2)(c2ccccc2)c2ccccc2)cc1. The product is O=c1cc(N2CCOCC2)oc2c(-c3ccccc3)csc12. Reaction SMILES: [Br:1][c:2]1[cH:3][s:4][c:5]2[c:6]1[o:7][c:8]([N:12]1[CH2:13][CH2:14][O:15][CH2:16][CH2:17]1)[cH:9][c:10]2=[O:11].[C:27](=[O:28])([O-:29])[O-:30].[CH2:110]([CH2:111][O:112][CH3:113])[O:114][CH3:115].[Cs+:31].[Cs+:32].[OH:18][B:19]([OH:20])[c:21]1[cH:22][cH:23][cH:24][cH:25][cH:26]1.[cH:33]1[cH:34][cH:35][c:36]([P:37]([Pd:38]([P:39]([c:40]2[cH:41][cH:42][cH:43][cH:44][cH:45]2)([c:46]2[cH:47][cH:48][cH:49][cH:50][cH:51]2)[c:52]2[cH:53][cH:54][cH:55][cH:56][cH:57]2)([P:58]([c:59]2[cH:60][cH:61][cH:62][cH:63][cH:64]2)([c:65]2[cH:66][cH:67][cH:68][cH:69][cH:70]2)[c:71]2[cH:72][cH:73][cH:74][cH:75][cH:76]2)[P:77]([c:78]2[cH:79][cH:80][cH:81][cH:82][cH:83]2)([c:84]2[cH:85][cH:86][cH:87][cH:88][cH:89]2)[c:90]2[cH:91][cH:92][cH:93][cH:94][cH:95]2)([c:96]2[cH:97][cH:98][cH:99][cH:100][cH:101]2)[c:102]2[cH:103][cH:104][cH:105][cH:106][cH:107]2)[cH:108][cH:109]1>>[c:2]1(-[c:21]2[cH:22][cH:23][cH:24][cH:25][cH:26]2)[cH:3][s:4][c:5]2[c:6]1[o:7][c:8]([N:12]1[CH2:13][CH2:14][O:15][CH2:16][CH2:17]1)[cH:9][c:10]2=[O:11]. As a reaction SMILES: [Cl:18][CH2:19][Cl:20].[NH3:17].[n:1]1[cH:2][cH:3][c:4]([CH:11]([CH:12]([CH2:13][NH2:14])[NH2:15])[CH3:16])[c:5]2[cH:6][cH:7][cH:8][cH:9][c:10]12>>[n:1]1[cH:2][cH:3][c:4]([CH:11]([CH:12]2[CH2:13][NH:14][CH:19]=[N:15]2)[CH3:16])[c:5]2[cH:6][cH:7][cH:8][cH:9][c:10]12. Starting materials: ClCCl, N, CC(c1ccnc2ccccc12)C(N)CN. Yields the product CC(c1ccnc2ccccc12)C1CNC=N1. The reactants are [BH4-], COC(=O)c1nn(-c2ccc(S(C)(=O)=O)cc2)c(=O)cc1OC1CCN(C(=O)OC(C)(C)C)CC1, C1CCOC1, CCOC(C)=O, CO, [Na+], O. Product: CC(C)(C)OC(=O)N1CCC(Oc2cc(=O)n(-c3ccc(S(C)(=O)=O)cc3)nc2CO)CC1. Reaction SMILES: [BH4-:36].[C:1]([CH3:2])([CH3:3])([CH3:4])[O:5][C:6](=[O:7])[N:8]1[CH2:9][CH2:10][CH:11]([O:14][c:15]2[c:16]([C:32](=[O:33])[O:34][CH3:35])[n:17][n:18](-[c:22]3[cH:23][cH:24][c:25]([S:28](=[O:29])(=[O:30])[CH3:31])[cH:26][cH:27]3)[c:19](=[O:21])[cH:20]2)[CH2:12][CH2:13]1.[CH2:45]1[O:46][CH2:47][CH2:48][CH2:49]1.[CH3:38][CH2:39][O:40][C:41]([CH3:42])=[O:43].[CH3:50][OH:51].[Na+:37].[OH2:44]>>[C:1]([CH3:2])([CH3:3])([CH3:4])[O:5][C:6](=[O:7])[N:8]1[CH2:9][CH2:10][CH:11]([O:14][c:15]2[c:16]([CH2:32][OH:33])[n:17][n:18](-[c:22]3[cH:23][cH:24][c:25]([S:28](=[O:29])(=[O:30])[CH3:31])[cH:26][cH:27]3)[c:19](=[O:21])[cH:20]2)[CH2:12][CH2:13]1.